This data is from the Open Reaction Database (ORD), a public repository of structured organic reaction records. The task is: describe an organic reaction: reactants, conditions, products, and yield The reactants are CCCCCCCCCCC#CC#CCCCCCCCCC(=O)O, CCCCCCCCCCCCC#CC#CCCCCCCCCC(=O)O, CCO. The product is CCCCCCCCCCC#CC#CCCCCCCCCC(=O)OC. As a reaction SMILES: [C:1]([CH2:2][CH2:3][CH2:4][CH2:5][CH2:6][CH2:7][CH2:8][CH2:9][C:10]#[C:11][C:12]#[C:13][CH2:14][CH2:15][CH2:16][CH2:17][CH2:18][CH2:19][CH2:20][CH2:21][CH2:22][CH3:23])(=[O:24])[OH:25].[C:26]([OH:27])(=[O:28])[CH2:29][CH2:30][CH2:31][CH2:32][CH2:33][CH2:34][CH2:35][CH2:36][C:37]#[C:38][C:39]#[C:40][CH2:41][CH2:42][CH2:43][CH2:44][CH2:45][CH2:46][CH2:47][CH2:48][CH2:49][CH2:50][CH2:51][CH3:52].[CH3:53][CH2:54][OH:55]>>[C:1]([CH2:2][CH2:3][CH2:4][CH2:5][CH2:6][CH2:7][CH2:8][CH2:9][C:10]#[C:11][C:12]#[C:13][CH2:14][CH2:15][CH2:16][CH2:17][CH2:18][CH2:19][CH2:20][CH2:21][CH2:22][CH3:23])(=[O:24])[O:25][CH3:26]. The reactants are C(#N)C=CCCCCCC(=O)O (8-cyano-7-octenoic acid). The reagents and catalysts are [Pd] (Pd on charcoal). The solvent is C1(=CC=CC=C1)C (toluene). Product: C(#N)CCCCCCCC(=O)O (8-cyanooctanoic acid). As a reaction SMILES: [C:1]([CH:3]=[CH:4][CH2:5][CH2:6][CH2:7][CH2:8][CH2:9][C:10]([OH:12])=[O:11])#[N:2]>C1(C)C=CC=CC=1.[Pd]>[C:1]([CH2:3][CH2:4][CH2:5][CH2:6][CH2:7][CH2:8][CH2:9][C:10]([OH:12])=[O:11])#[N:2]. Procedure: 167 g of 8-cyano-7-octenoic acid dissolved in 800 ml of toluene are hydrogenated selectively at 2 bar in an autoclave in the presence of 10 g of Pd on charcoal at 5% at 50° C. for 5 hours. After filtration of the catalyst and evaporation of the solvent, 165 g of an oil that distills at 150° C. at 0.05 torr are recovered. The product has been identified as 8-cyanooctanoic acid by I.R. (film) analysis techniques: 3400, 3000, 2950, 2875, 2260, 1710, 1430 cm-1 and mass spectrometry by electron-impac... The reactants are O=[O+][O-] (ozone), O=[O+][O-] (ozone), C(C=CC)C1C(C2=CC(=CC=C2C1)Br)=O ((RS)-2-(2-buten-1-yl)-6-bromo-1-indanone). The solvent is ClCCl (dichloro-methane), CO (methanol). Reaction conditions: time 60 minute. The product is O=CCC1C(C2=CC(=CC=C2C1)Br)=O ((RS)-2-(2-oxoethyl)-6-bromo-1-indanone). The yield is 80.0%. Reaction SMILES: [O:1]=[O+][O-].[CH2:4]([CH:8]1[CH2:16][C:15]2[C:10](=[CH:11][C:12]([Br:17])=[CH:13][CH:14]=2)[C:9]1=[O:18])[CH:5]=CC>ClCCl.CO>[O:1]=[CH:5][CH2:4][CH:8]1[CH2:16][C:15]2[C:10](=[CH:11][C:12]([Br:17])=[CH:13][CH:14]=2)[C:9]1=[O:18]. Procedure details: An ozone stream (2 g ozone/hour) was conducted for 60 minutes while stirring through a solution, cooled to -70°, of 9.86 g of (RS)-2-(2-buten-1-yl)-6-bromo-1-indanone in 150 ml of anhydrous dichloro-methane and 30 ml of anhydrous methanol. Subsequently, the mixture was flushed with oxygen for 5 minutes and with argon for 10 minutes. After the addition of 4.09 ml of dimethyl sulfide, the mixture was stirred at room temperature for 15 hours. The reaction mixture was evaporated in a vacuum. The res... The reactants are C(CCC)[N+](CCCC)(CCCC)CCCC.ClCCCCS(=O)(=O)[O-] (tetrabutylammonium 4-chlorobutylsulfonate), C(C)NCC (diethylamine). Solvent: THF sodium carbonate, C1CCOC1 (THF). Conditions: time 1 hour. Product: C(CCC)[N+](CCCC)(CCCC)CCCC.C(C)N(CCCCS(=O)(=O)[O-])CC (tetrabutylammonium 4-diethylaminobutylsulfonate). RXN SMILES: [CH2:1]([N+:5]([CH2:14][CH2:15][CH2:16][CH3:17])([CH2:10][CH2:11][CH2:12][CH3:13])[CH2:6][CH2:7][CH2:8][CH3:9])[CH2:2][CH2:3][CH3:4].Cl[CH2:19][CH2:20][CH2:21][CH2:22][S:23]([O-:26])(=[O:25])=[O:24].[CH2:27]([NH:29][CH2:30][CH3:31])[CH3:28]>C1COCC1>[CH2:14]([N+:5]([CH2:1][CH2:2][CH2:3][CH3:4])([CH2:6][CH2:7][CH2:8][CH3:9])[CH2:10][CH2:11][CH2:12][CH3:13])[CH2:15][CH2:16][CH3:17].[CH2:27]([N:29]([CH2:30][CH3:31])[CH2:19][CH2:20][CH2:21][CH2:22][S:23]([O-:26])(=[O:25])=[O:24])[CH3:28] |f:0.1,4.5|. Reported procedure: To a solution of tetrabutylammonium-4-chlorobutylsulfonate in THF sodium carbonate is added. To the resulting suspension, a solution of diethylamine in THF is added. The suspension is stirred at room temperature for 1 h. The precipitate is filtered off and the remaining solution is concentrated with a rotary evaporator to yield tetrabutylammonium-4-diethylaminobutylsulfonate. The reactants are COC(=O)C1CN(CCN1)C(=O)OC(C)(C)C (piperazine-1,3-dicarboxylic acid 1-tert-butyl ester 3-methyl ester), BrC1=CC(=C(C=C1)Cl)OC (4-bromo-1-chloro-2-methoxybenzene), C(C)(C)(C)P(C1=C(C=CC=C1)C1=CC=CC=C1)C(C)(C)C (2-(di-tert-butylphosphino)biphenyl), CC(C)([O-])C.[Na+] (sodium tert-butoxide), resultant mixture. Reagents/catalysts: C(C)(=O)[O-].[Pd+2].C(C)(=O)[O-] (palladium acetate). Run in CCOC(=O)C (EtOAc), hexanes. Run at temperature 80 celsius, time 4 hour. The product is COC(=O)C1CN(CCN1C1=CC(=C(C=C1)Cl)OC)C(=O)OC(C)(C)C (4-(4-Chloro-3-methoxyphenyl)piperazine-1,3-dicarboxylic acid 1-tert-butyl ester 3-methyl ester). Yield: 15.4%. RXN SMILES: [CH3:1][O:2][C:3]([CH:5]1[NH:10][CH2:9][CH2:8][N:7]([C:11]([O:13][C:14]([CH3:17])([CH3:16])[CH3:15])=[O:12])[CH2:6]1)=[O:4].Br[C:19]1[CH:24]=[CH:23][C:22]([Cl:25])=[C:21]([O:26][CH3:27])[CH:20]=1.C(P(C(C)(C)C)C1C=CC=CC=1C1C=CC=CC=1)(C)(C)C.CC(C)([O-])C.[Na+]>CCOC(C)=O.C([O-])(=O)C.[Pd+2].C([O-])(=O)C>[CH3:1][O:2][C:3]([CH:5]1[N:10]([C:19]2[CH:24]=[CH:23][C:22]([Cl:25])=[C:21]([O:26][CH3:27])[CH:20]=2)[CH2:9][CH2:8][N:7]([C:11]([O:13][C:14]([CH3:17])([CH3:16])[CH3:15])=[O:12])[CH2:6]1)=[O:4] |f:3.4,6.7.8|. Procedure details: To a vial containing piperazine-1,3-dicarboxylic acid 1-tert-butyl ester 3-methyl ester (907 mg, 4.04 mmol), was added 4-bromo-1-chloro-2-methoxybenzene (913 mg, 4.12 mmol), palladium acetate (33 mg, 0.14 mmol) and 2-(di-tert-butylphosphino)biphenyl (88 mg, 0.29 mmol). The vial was evacuated and back-filled with nitrogen and to it was added toluene (2 mL). The reaction mixture was heated to 80° C. for 5 min to give a homogeneous solution. Upon cooling to room temperature, sodium tert-butoxide (5... Reactants: ice water, OCN1C=C(C(=C1)C#N)C1=C(C=CC=C1)Cl (N-hydroxymethyl-3-(2-chlorophenyl)-4-cyanopyrrole), C(C)(=O)OC(C)=O (acetic anhydride), CN(C)C1=NC=CC=C1 (dimethylaminopyridine). Solvent: N1=CC=CC=C1 (pyridine). Conditions: time 12 hour. Product: C(C)(=O)OCN1C=C(C(=C1)C#N)C1=C(C=CC=C1)Cl (N-Acetyloxymethyl-3-(2-chlorophenyl)-4-cyanopyrrole). RXN SMILES: [OH:1][CH2:2][N:3]1[CH:7]=[C:6]([C:8]#[N:9])[C:5]([C:10]2[CH:15]=[CH:14][CH:13]=[CH:12][C:11]=2[Cl:16])=[CH:4]1.CN(C1C=CC=CN=1)C.[C:26](OC(=O)C)(=[O:28])[CH3:27]>N1C=CC=CC=1>[C:26]([O:1][CH2:2][N:3]1[CH:7]=[C:6]([C:8]#[N:9])[C:5]([C:10]2[CH:15]=[CH:14][CH:13]=[CH:12][C:11]=2[Cl:16])=[CH:4]1)(=[O:28])[CH3:27]. Procedure: 41.4 g of N-hydroxymethyl-3-(2-chlorophenyl)-4-cyanopyrrole are dissolved in 350 ml of pyridine and 1.8 g of dimethylaminopyridine are added. Then 21.4 ml of acetic anhydride are slowly added dropwise at 0° to 7° C. and the mixture is stirred for 12 hours. The reaction mixture is then poured into ice-water and extracted twice with ethyl acetate. The extracts are washed twice with dilute ice-cold hydrochloric acid and twice with a semi-saturated aqueous solution of sodium chloride, dried over sod... The reactants are C(C)(C)(C)OC(CC(C[C@@H](COC(C1=CC=CC=C1)=O)O)O)=O ((5S)-6-benzoyloxy-3,5-dihydroxyhexanoic tert-butyl ester), N1=CC=CC=C1 (pyridine), COC(C)(C)OC (2,2-dimethoxypropane), C1(=CC=C(C=C1)S(=O)(=O)O)C (p-toluenesulfonic acid). Solvent: O.C(C)#N (water acetonitrile), CC(=O)C (acetone). Yields the product C(C)(C)(C)OC(C[C@@H]1OC(O[C@@H](C1)COC(C1=CC=CC=C1)=O)(C)C)=O (2-[(4R,6S)-2,2-dimethyl-6-benzoyloxymethyl-1,3-dioxan-4-yl]acetic tert-butyl ester). As a reaction SMILES: [C:1]([O:5][C:6](=[O:23])[CH2:7][CH:8]([OH:22])[CH2:9][C@H:10]([OH:21])[CH2:11][O:12][C:13](=[O:20])[C:14]1[CH:19]=[CH:18][CH:17]=[CH:16][CH:15]=1)([CH3:4])([CH3:3])[CH3:2].CO[C:26](OC)([CH3:28])[CH3:27].C1(C)C=CC(S(O)(=O)=O)=CC=1.N1C=CC=CC=1>O.C(#N)C.CC(C)=O>[C:1]([O:5][C:6](=[O:23])[CH2:7][C@H:8]1[CH2:9][C@@H:10]([CH2:11][O:12][C:13](=[O:20])[C:14]2[CH:15]=[CH:16][CH:17]=[CH:18][CH:19]=2)[O:21][C:26]([CH3:28])([CH3:27])[O:22]1)([CH3:4])([CH3:2])[CH3:3] |f:4.5|. Procedure details: To a solution composed of 108 mg (90.2 weight %, 0.3 mmol) of the (5S)-6-benzoyloxy-3,5-dihydroxyhexanoic tert-butyl ester produced in Example 15, 62.4 mg (0.6 mmol) of 2,2-dimethoxypropane, and 5 mL of acetone were added 5.7 mg (0.03 mmol) of p-toluenesulfonic acid.1H2O and 11.9 mg (0.15 mmol) of pyridine, and the mixture was stirred at 40° C. for 16 hours. This reaction mixture was analyzed by high-performance liquid chromatography (column: Develosil ODS-HG-3 4.6×250 mm, product of Nomura Chem... Starting materials: Cl (HCl), C1CCC(CC1)N=C=NC2CCCCC2 (DCC), C=1C=CC2=C(C1)N=NN2O (HOBt), N[C@@H](CC1=CNC2=CC=CC=C12)C(=O)OC (Trp-OCH3), N([C@@H](CC1=CC=C(C=C1)OCC1=CC=CC=C1)C(=O)N[C@@H](C)C(=O)O)C(=O)OC(C)(C)C (N-Boc-Tyr(Bn)-Ala-OH). Run in C1CCOC1 (THF). Yields the product N([C@@H](CC1=CC=C(C=C1)OCC1=CC=CC=C1)C(=O)N[C@@H](C)C(=O)N[C@@H](CC1=CNC2=CC=CC=C12)C(=O)OC)C(=O)OC(C)(C)C (N-Boc-Tyr(Bn)-Ala-Trp-OCH3). Yield: 56.2%. Reaction SMILES: Cl.[NH2:2][C@H:3]([C:14]([O:16][CH3:17])=[O:15])[CH2:4][C:5]1[C:13]2[C:8](=[CH:9][CH:10]=[CH:11][CH:12]=2)[NH:7][CH:6]=1.[NH:18]([C:43]([O:45][C:46]([CH3:49])([CH3:48])[CH3:47])=[O:44])[C@H:19]([C:35]([NH:37][C@H:38]([C:40](O)=[O:41])[CH3:39])=[O:36])[CH2:20][C:21]1[CH:26]=[CH:25][C:24]([O:27][CH2:28][C:29]2[CH:34]=[CH:33][CH:32]=[CH:31][CH:30]=2)=[CH:23][CH:22]=1.C1CCC(N=C=NC2CCCCC2)CC1.C1C=CC2N(O)N=NC=2C=1>C1COCC1>[NH:18]([C:43]([O:45][C:46]([CH3:47])([CH3:49])[CH3:48])=[O:44])[C@H:19]([C:35]([NH:37][C@H:38]([C:40]([NH:2][C@H:3]([C:14]([O:16][CH3:17])=[O:15])[CH2:4][C:5]1[C:13]2[C:8](=[CH:9][CH:10]=[CH:11][CH:12]=2)[NH:7][CH:6]=1)=[O:41])[CH3:39])=[O:36])[CH2:20][C:21]1[CH:26]=[CH:25][C:24]([O:27][CH2:28][C:29]2[CH:34]=[CH:33][CH:32]=[CH:31][CH:30]=2)=[CH:23][CH:22]=1. Procedure details: compound NR36. Same procedure as above with HCl, Trp-OCH3 (255 mg, 1 mmol), N-Boc-Tyr(Bn)-Ala-OH (444 mg, 1 mmol), DCC (259 mg, 1.26 mmol) and HOBt (172 mg, 1.27 mmol) in THF (15 mL). The crude residue was chromatographed over silica gel to afford a white solid (361 mg, 56%). 1H NMR (300 MHz, DMSO-d6) δ 1.22 (d, J=7 Hz, 3H, CH3), 1.29 (s, 9H, (CH3)3), 2.62 and 2.92 (ABX system, 2H, CH2P), 3.08 and 3.13 (ABX system, 2H, CH2β) 3.55 (s, 3H, OCH3), 4.10 (m, 1H, CHα), 4.36 (m, 1H, CHα), 4.49 (m, 1H, ...